From a dataset of the Open Reaction Database (ORD), a public repository of structured organic reaction records. describe an organic reaction: reactants, conditions, products, and yield The reactants are C(=O)([O-])[O-].[K+].[K+] (K2CO3), C(C=C)Br (allyl bromide), COC([C@@H](NS(=O)(=O)N[C@@H](C(C)C)C(=O)OC)C(C)C)=O (N,N′-Sulfonyl bis-L-valine Dimethyl Ester), CC#N (CH3CN). Reaction conditions: temperature 70 celsius. The product is Hexanes EtOAc, COC([C@@H](N(S(=O)(=O)N([C@@H](C(C)C)C(=O)OC)CC=C)CC=C)C(C)C)=O (N,N′-Bis(2-propenyl)-N,N′-sulfonyl bis-L-valine Dimethyl Ester). The yield is 98.7%. As a reaction SMILES: [C:1]([O-])([O-])=O.[K+].[K+].[CH2:7](Br)[CH:8]=[CH2:9].[CH3:11][O:12][C:13](=[O:31])[C@H:14]([CH:28]([CH3:30])[CH3:29])[NH:15][S:16]([NH:19][C@H:20]([C:24]([O:26][CH3:27])=[O:25])[CH:21]([CH3:23])[CH3:22])(=[O:18])=[O:17].[CH3:32][C:33]#N>>[CH3:11][O:12][C:13](=[O:31])[C@H:14]([CH:28]([CH3:30])[CH3:29])[N:15]([CH2:1][CH:33]=[CH2:32])[S:16]([N:19]([CH2:7][CH:8]=[CH2:9])[C@H:20]([C:24]([O:26][CH3:27])=[O:25])[CH:21]([CH3:23])[CH3:22])(=[O:17])=[O:18] |f:0.1.2|. Procedure details: K2CO3(1.06 g, 7.70 mmol) and allyl bromide were added to a stirring solution of sulfamide (8b ) (500 mg, 1.54 mmol) in CH3CN (35 mL) in a 100 mL round-bottom flask (1.12 g, 9.24 mmol). The flask was fitted with a condenser, and the mixture was heated to 70° C. for 14 hours. The resulting yellow orange mixture was filtered by suction, and the solvent was removed under reduced pressure to give a yellow oil. Flash Chromatography (SiO2, 10:1 Hexanes/EtOAc) afforded 619 mg (98.7%) of sulfamide (9b) a... Starting materials: CCCCCC1CCC(Oc2ccc3cc(C4(C)COC(=O)N4)ccc3c2)CC1, CC(N)(CO)c1ccc2cc(OC3CCC(C(F)(F)F)CC3)ccc2c1, CC(C)OC(=O)N=NC(=O)OC(C)C, CCOC(=O)N=NC(=O)OCC. Yields the product CCCCCC1CCC(Oc2ccc3cc(C(C)(N)CO)ccc3c2)CC1. RXN SMILES: [CH3:27][C:28]1([c:34]2[cH:35][c:36]3[cH:37][cH:38][c:39]([O:44][CH:45]4[CH2:46][CH2:47][CH:48]([CH2:51][CH2:52][CH2:53][CH2:54][CH3:55])[CH2:49][CH2:50]4)[cH:40][c:41]3[cH:42][cH:43]2)[NH:29][C:30](=[O:33])[O:31][CH2:32]1.[NH2:1][C:2]([c:3]1[cH:4][cH:5][c:6]2[c:7]([cH:8][cH:9][c:10]([O:11][CH:12]3[CH2:13][CH2:14][CH:15]([C:16]([F:17])([F:18])[F:19])[CH2:20][CH2:21]3)[cH:22]2)[cH:23]1)([CH3:24])[CH2:25][OH:26].[O:56]=[C:57]([O:58][CH:59]([CH3:60])[CH3:61])[N:62]=[N:63][C:64]([O:65][CH:66]([CH3:67])[CH3:68])=[O:69].[O:70]=[C:71]([O:72][CH2:73][CH3:74])[N:75]=[N:76][C:77]([O:78][CH2:79][CH3:80])=[O:81]>>[CH3:27][C:28]([NH2:29])([CH2:32][OH:31])[c:34]1[cH:35][c:36]2[cH:37][cH:38][c:39]([O:44][CH:45]3[CH2:46][CH2:47][CH:48]([CH2:51][CH2:52][CH2:53][CH2:54][CH3:55])[CH2:49][CH2:50]3)[cH:40][c:41]2[cH:42][cH:43]1. Starting materials: CC(C)(C)OC(N)=O, CN(C)c1ccncc1, CC(=O)OC(C)=O, ClCCl, c1ccncc1. As a reaction SMILES: [C:1](=[O:2])([O:3][C:4]([CH3:5])([CH3:6])[CH3:7])[NH2:8].[CH3:25][N:26]([c:27]1[cH:28][cH:29][n:30][cH:31][cH:32]1)[CH3:33].[CH3:9][C:10](=[O:11])[O:12][C:13](=[O:14])[CH3:15].[Cl:22][CH2:23][Cl:24].[cH:16]1[cH:17][cH:18][n:19][cH:20][cH:21]1>>[C:1](=[O:2])([O:3][C:4]([CH3:5])([CH3:6])[CH3:7])[NH2:8].[CH3:9][C:10](=[O:11])[OH:12]. Product: CC(C)(C)OC(N)=O, CC(=O)O. Starting materials: C(C1=CC=CC=C1)OC=1C=C(C(=O)O)C=C(C1C1=CC=CC=C1)[N+](=O)[O-] (3-benzyloxy-5-nitro-4-phenylbenzoic acid), C(CCC)OC=1C=C(C(=O)O)C=C(C1C1=CC=CC=C1)[N+](=O)[O-] (3-n-butoxy-5-nitro-4-phenylbenzoic acid). Product: NC=1C(=C(C=C(C(=O)O)C1)OCCCC)C1=CC=CC=C1 (5-amino-3-n-butoxy-4-phenylbenzoic acid). Reaction SMILES: [CH2:1]([O:8][C:9]1[CH:10]=[C:11]([CH:15]=[C:16]([N+:24]([O-])=O)[C:17]=1[C:18]1[CH:23]=[CH:22][CH:21]=[CH:20][CH:19]=1)[C:12]([OH:14])=[O:13])[C:2]1C=CC=[CH:4][CH:3]=1.C(OC1C=C(C=C([N+]([O-])=O)C=1C1C=CC=CC=1)C(O)=O)CCC>>[NH2:24][C:16]1[C:17]([C:18]2[CH:19]=[CH:20][CH:21]=[CH:22][CH:23]=2)=[C:9]([O:8][CH2:1][CH2:2][CH2:3][CH3:4])[CH:10]=[C:11]([CH:15]=1)[C:12]([OH:14])=[O:13]. Procedure details: By replacing in Example 2, step D, 3-benzyloxy-5-nitro-4-phenylbenzoic acid with 3-n-butoxy-5-nitro-4-phenylbenzoic acid, and following the procedure described, 5-amino-3-n-butoxy-4-phenylbenzoic acid is obtained with a melting point of 122°-124° C. The reactants are Cc1cccnc1NC(=O)C1CCN(C(=O)OCc2ccccc2)CC1, CCO, [H][H]. The product is Cc1cccnc1NC(=O)C1CCNCC1. Reaction SMILES: [CH3:1][c:2]1[c:3]([NH:8][C:9](=[O:10])[CH:11]2[CH2:12][CH2:13][N:14]([C:17]([O:18][CH2:19][c:20]3[cH:21][cH:22][cH:23][cH:24][cH:25]3)=[O:26])[CH2:15][CH2:16]2)[n:4][cH:5][cH:6][cH:7]1.[CH3:29][CH2:30][OH:31].[H:27][H:28]>>[CH3:1][c:2]1[c:3]([NH:8][C:9](=[O:10])[CH:11]2[CH2:12][CH2:13][NH:14][CH2:15][CH2:16]2)[n:4][cH:5][cH:6][cH:7]1. Isolated yield 83.0%. Procedure details: A solution of tert-butyl[2-(5-ethyloxycarbonyl-pentylsulfanyl)-benzoimidazol-1-yl]-acetate (Precursor E-01b, 44 mg, 0.11 mmol) in TFA/dichloromethane (1:1, 2 ml) is stirred at rt for 3 h. The solvents are removed under a stream of air. The solid residue is suspended in Et2O (2 ml) and sonicated. Filtration, rinsing with Et2O and drying under high vacuum yields the title compound (32 mg) as a white solid in 85% yield: tR=5.33 min (LC-1), ESI-MS (pos.): m/z 351.07 [M+H]+, ESI-MS (neg.): m/z 349.22... Yields the product C(C)OC(=O)CCCCCSC1=NC2=C(N1CC(=O)O)C=CC=C2 ([2-(5-Ethyloxycarbonyl-pentylsulfanyl)-benzoimidazol-1-yl]-acetic acid). The solvent is C(=O)(C(F)(F)F)O.ClCCl (TFA dichloromethane). RXN SMILES: C([O:5][C:6](=[O:28])[CH2:7][N:8]1[C:12]2[CH:13]=[CH:14][CH:15]=[CH:16][C:11]=2[N:10]=[C:9]1[S:17][CH2:18][CH2:19][CH2:20][CH2:21][CH2:22][C:23]([O:25][CH2:26][CH3:27])=[O:24])(C)(C)C>C(O)(C(F)(F)F)=O.ClCCl>[CH2:26]([O:25][C:23]([CH2:22][CH2:21][CH2:20][CH2:19][CH2:18][S:17][C:9]1[N:8]([CH2:7][C:6]([OH:28])=[O:5])[C:12]2[CH:13]=[CH:14][CH:15]=[CH:16][C:11]=2[N:10]=1)=[O:24])[CH3:27] |f:1.2|. Reactants: C(C)(C)(C)OC(CN1C(=NC2=C1C=CC=C2)SCCCCCC(=O)OCC)=O (tert-butyl[2-(5-ethyloxycarbonyl-pentylsulfanyl)-benzoimidazol-1-yl]-acetate). Reaction SMILES: [Br:1][c:2]1[cH:3][c:4]([O:10][CH3:11])[c:5]([C:6]#[N:7])[cH:8][cH:9]1.[C:65](=[O:66])([O-:67])[O-:68].[CH2:12]([CH3:13])[CH:14]1[CH:15]([OH:22])[C:16]([F:20])([F:21])[C:17](=[O:19])[NH:18]1.[Cs+:69].[Cs+:70].[O:109]=[C:110]([CH:111]=[CH:112][c:113]1[cH:114][cH:115][cH:116][cH:117][cH:118]1)[CH:119]=[CH:120][c:121]1[cH:122][cH:123][cH:124][cH:125][cH:126]1.[O:73]=[C:74]([CH:75]=[CH:76][c:77]1[cH:78][cH:79][cH:80][cH:81][cH:82]1)[CH:83]=[CH:84][c:85]1[cH:86][cH:87][cH:88][cH:89][cH:90]1.[O:91]=[C:92]([CH:93]=[CH:94][c:95]1[cH:96][cH:97][cH:98][cH:99][cH:100]1)[CH:101]=[CH:102][c:103]1[cH:104][cH:105][cH:106][cH:107][cH:108]1.[Pd:71].[Pd:72].[c:23]1([P:24]([c:25]2[cH:26][cH:27][cH:28][cH:29][cH:30]2)[c:31]2[c:32]3[c:56]([cH:57][cH:58][cH:59]2)[C:53]([CH3:54])([CH3:55])[c:35]2[c:34]([c:39]([P:40]([c:41]4[cH:42][cH:43][cH:44][cH:45][cH:46]4)[c:47]4[cH:48][cH:49][cH:50][cH:51][cH:52]4)[cH:38][cH:37][cH:36]2)[O:33]3)[cH:60][cH:61][cH:62][cH:63][cH:64]1>>[c:2]1([N:18]2[CH:14]([CH2:12][CH3:13])[CH:15]([OH:22])[C:16]([F:20])([F:21])[C:17]2=[O:19])[cH:3][c:4]([O:10][CH3:11])[c:5]([C:6]#[N:7])[cH:8][cH:9]1. The product is CCC1C(O)C(F)(F)C(=O)N1c1ccc(C#N)c(OC)c1. The reactants are COc1cc(Br)ccc1C#N, O=C([O-])[O-], CCC1NC(=O)C(F)(F)C1O, [Cs+], [Cs+], O=C(C=Cc1ccccc1)C=Cc1ccccc1, O=C(C=Cc1ccccc1)C=Cc1ccccc1, O=C(C=Cc1ccccc1)C=Cc1ccccc1, [Pd], [Pd], CC1(C)c2cccc(P(c3ccccc3)c3ccccc3)c2Oc2c(P(c3ccccc3)c3ccccc3)cccc21. Reactants: C(C)OC(C#CC1=C(N(C(C(=N1)C(=O)OC)=O)C1=CC(=CC=C1)C(F)(F)F)C)OCC (Methyl 6-(3,3-diethoxyprop-1-ynyl)-5-methyl-3-oxo-4-[3-(trifluoromethyl)phenyl]-3,4-dihydropyrazine-2-carboxylate), C(=O)(O)[O-].[Na+] (NaHCO3), FC(C(=O)O)(F)F.N(N)C=1C=CC(=NC1)C#N (5-hydrazinopyridine-2-carbonitrile trifluoroacetate), Cl (HCl). Run in O1CCOCC1 (dioxane). Reaction conditions: temperature 55 celsius, time 15 minute. The product is C(#N)C1=CC=C(C=N1)N1N=CC=C1C1=C(N(C(C(=N1)C(=O)OC)=O)C1=CC(=CC=C1)C(F)(F)F)C (Methyl 6-[1-(6-cyanopyridin-3-yl)-1H-pyrazol-5-yl]-5-methyl-3-oxo-4-[3-(trifluoromethyl)phenyl]-3,4-dihydropyrazine-2-carboxylate). Yield: 28.2%. As a reaction SMILES: C(O[CH:4](OCC)[C:5]#[C:6][C:7]1[N:12]=[C:11]([C:13]([O:15][CH3:16])=[O:14])[C:10](=[O:17])[N:9]([C:18]2[CH:23]=[CH:22][CH:21]=[C:20]([C:24]([F:27])([F:26])[F:25])[CH:19]=2)[C:8]=1[CH3:28])C.FC(F)(F)C(O)=O.[NH:39]([C:41]1[CH:42]=[CH:43][C:44]([C:47]#[N:48])=[N:45][CH:46]=1)[NH2:40].Cl.C([O-])(O)=O.[Na+]>O1CCOCC1>[C:47]([C:44]1[N:45]=[CH:46][C:41]([N:39]2[C:6]([C:7]3[N:12]=[C:11]([C:13]([O:15][CH3:16])=[O:14])[C:10](=[O:17])[N:9]([C:18]4[CH:23]=[CH:22][CH:21]=[C:20]([C:24]([F:25])([F:27])[F:26])[CH:19]=4)[C:8]=3[CH3:28])=[CH:5][CH:4]=[N:40]2)=[CH:42][CH:43]=1)#[N:48] |f:1.2,4.5|. Procedure details: Methyl 6-(3,3-diethoxyprop-1-ynyl)-5-methyl-3-oxo-4-[3-(trifluoromethyl)phenyl]-3,4-dihydropyrazine-2-carboxylate (0.073 g, 0.17 mmol) and 5-hydrazinopyridine-2-carbonitrile trifluoroacetate (0.050 g, 0.20 mmol) in dioxane (3 ml) were placed in a vial. 2M HCl (0.188 ml) was added and the mixture was stirred at 55° C. for 15 min. After cooling, NaHCO3 (0.048 g) was added and the mixture was extracted with DCM and water. The combined organic phases were washed with water, brine, dried (Na2SO4) and... Product: FC(C1=NC2=C(C=CC=C2C(=C1)C(O)C1=CC(=CC=C1)CO[Si](C)(C)C(C)(C)C)C(F)(F)F)(F)F (2,8-Bis(trifluoromethyl)-α-(3-tert-butyldimethylsilyloxymethylphenyl)-4-quinolinemethanol). Reaction SMILES: [F:1][C:2]([F:19])([F:18])[C:3]1[CH:12]=[C:11](Br)[C:10]2[C:5](=[C:6]([C:14]([F:17])([F:16])[F:15])[CH:7]=[CH:8][CH:9]=2)[N:4]=1.[Si:20]([O:27][CH2:28][C:29]1[CH:30]=[C:31]([CH:34]=[CH:35][CH:36]=1)[CH:32]=[O:33])([C:23]([CH3:26])([CH3:25])[CH3:24])([CH3:22])[CH3:21]>>[F:1][C:2]([F:19])([F:18])[C:3]1[CH:12]=[C:11]([CH:32]([C:31]2[CH:34]=[CH:35][CH:36]=[C:29]([CH2:28][O:27][Si:20]([C:23]([CH3:26])([CH3:25])[CH3:24])([CH3:21])[CH3:22])[CH:30]=2)[OH:33])[C:10]2[C:5](=[C:6]([C:14]([F:17])([F:16])[F:15])[CH:7]=[CH:8][CH:9]=2)[N:4]=1. Procedure details: This was prepared from 2,8-bis(trifluoromethyl)-4-bromoquinoline by the method of Example 1 using 3-(tert-butyldimethylsilyloxymethyl)benzaldehyde in place of benzaldehyde and the crude product used directly in the next step. Reactants: FC(C1=NC2=C(C=CC=C2C(=C1)Br)C(F)(F)F)(F)F (2,8-bis(trifluoromethyl)-4-bromoquinoline), [Si](C)(C)(C(C)(C)C)OCC=1C=C(C=O)C=CC1 (3-(tert-butyldimethylsilyloxymethyl)benzaldehyde), crude product. The reactants are [Si](C)(C)(C(C)(C)C)O[C@H]1C[C@@H](CC2=CC[C@H]3[C@@H]4CC[C@@H]([C@@]4(C)CC[C@@H]3[C@@]12C)COCCC(=O)N(C)C)O[Si](C)(C)C(C)(C)C (1α,3β-bis(tert-butyldimethylsilyloxy)-17β-(N,N-dimethylaminocarbonylethoxymethyl)androst-5-ene), BrN1C(CCC1=O)=O (N-bromosuccinimide), N(=NC(C#N)(C)C)C(C#N)(C)C (2,2′-azobis isobutyronitrile), CCCCCC (hexane). Run in O1CCCC1 (tetrahydrofuran). The product is C1(=CC=CC=C1)N1C(N=NC1=O)=O.[Si](C)(C)(C(C)(C)C)O[C@H]1C[C@@H](CC2=CC=C3[C@@H]4CC[C@@H]([C@@]4(C)CC[C@@H]3[C@@]12C)COCCC(=O)N(C)C)O[Si](C)(C)C(C)(C)C (1α,3β-bis(tert-butyldimethylsilyloxy)-17β-(N,N-dimethylaminocarbonylethoxymethyl)androsta-5,7-diene 4-phenyl-1,2,4-triazoline-3,5-dione). The yield is 140.2%. As a reaction SMILES: [Si:1]([O:8][C@@H:9]1[C@@:26]2([CH3:27])[C:13](=[CH:14][CH2:15][C@@H:16]3[C@@H:25]2[CH2:24][CH2:23][C@@:21]2([CH3:22])[C@H:17]3[CH2:18][CH2:19][C@@H:20]2[CH2:28][O:29][CH2:30][CH2:31][C:32]([N:34]([CH3:36])[CH3:35])=[O:33])[CH2:12][C@@H:11]([O:37][Si:38]([C:41]([CH3:44])([CH3:43])[CH3:42])([CH3:40])[CH3:39])[CH2:10]1)([C:4]([CH3:7])([CH3:6])[CH3:5])([CH3:3])[CH3:2].Br[N:46]1[C:50](=[O:51])CC[C:47]1=[O:52].[N:53](C(C)(C)C#N)=[N:54]C(C)(C)C#N.CCCCCC>O1CCCC1>[C:16]1([N:46]2[C:50](=[O:51])[N:54]=[N:53][C:47]2=[O:52])[CH:17]=[CH:21][CH:23]=[CH:24][CH:25]=1.[Si:1]([O:8][C@@H:9]1[C@@:26]2([CH3:27])[C:13](=[CH:14][CH:15]=[C:16]3[C@@H:25]2[CH2:24][CH2:23][C@@:21]2([CH3:22])[C@H:17]3[CH2:18][CH2:19][C@@H:20]2[CH2:28][O:29][CH2:30][CH2:31][C:32]([N:34]([CH3:35])[CH3:36])=[O:33])[CH2:12][C@@H:11]([O:37][Si:38]([C:41]([CH3:44])([CH3:43])[CH3:42])([CH3:39])[CH3:40])[CH2:10]1)([C:4]([CH3:7])([CH3:6])[CH3:5])([CH3:3])[CH3:2] |f:5.6|. Reported procedure: To 1α,3β-bis(tert-butyldimethylsilyloxy)-17β-(N,N-dimethylaminocarbonylethoxymethyl)androst-5-ene (15 g), were added N-bromosuccinimide (5.36 g), 2,2′-azobis isobutyronitrile (1.06 g), hexane (120 ml) and tetrahydrofuran (30 ml), followed by reflux under heating for 15 min. After cooling to room temperature, the mixture was filtered to remove insoluble material and the filtrate was concentrated under reduced pressure. To the resultant, were added toluene (50 ml) and γ-collidine (9.8 ml), followe...